This data is from the Open Reaction Database (ORD), a public repository of structured organic reaction records. The task is: describe an organic reaction: reactants, conditions, products, and yield Starting materials: OC(C)(C)CCC[C@@H](C)[C@H]1CC[C@H]2[C@@H]3CC=C4C[C@@H](O)CC[C@]4(C)[C@H]3CC[C@]12C (25-Hydroxycholesterol), dichlorodicyanoquinone. Run in O1CCOCC1 (dioxan). The product is OC(C)(C)CCC[C@@H](C)[C@H]1CC[C@H]2[C@@H]3C=CC4=CC(C=C[C@]4(C)[C@H]3CC[C@]12C)=O (25-Hydroxycholesta-1,4,6-trien-3-one). RXN SMILES: [OH:1][C:2]([CH2:5][CH2:6][CH2:7][C@H:8]([C@@H:10]1[C@:28]2([CH3:29])[C@H:13]([C@H:14]3[C@H:25]([CH2:26][CH2:27]2)[C@:23]2([CH3:24])[C:17]([CH2:18][C@H:19]([CH2:21][CH2:22]2)[OH:20])=[CH:16][CH2:15]3)[CH2:12][CH2:11]1)[CH3:9])([CH3:4])[CH3:3]>O1CCOCC1>[OH:1][C:2]([CH2:5][CH2:6][CH2:7][C@H:8]([C@@H:10]1[C@:28]2([CH3:29])[C@H:13]([C@H:14]3[C@H:25]([CH2:26][CH2:27]2)[C@:23]2([CH3:24])[C:17](=[CH:18][C:19](=[O:20])[CH:21]=[CH:22]2)[CH:16]=[CH:15]3)[CH2:12][CH2:11]1)[CH3:9])([CH3:3])[CH3:4]. Procedure details: 25-Hydroxycholesterol (3.4 gms) and dichlorodicyanoquinone (6.5 gms) dissolved in purified dioxan (100 mls) were heated at reflux for 20 hrs. The mixture was filtered and the solvent evaporated. Chromatography of the residue on alumina and elution with ethyl acetate and benzene afforded the trienone. Recrystallization from methanol gave the title compound, melting point 183°-184°. νmax. 3600, 1650 and 1600 cm-1. The reactants are CNC=1C=C(C=CC1)O (3- (N-methylamino) phenol), C(C=C)Br (allyl bromide). Run in CN1CCCC1=O (NMP). Conditions: temperature 80 celsius. Product: C(C=C)N(C)C=1C=C(C=CC1)O (3-(N-allyl-N-methylamino)phenol). Isolated yield 137.9%. Reaction SMILES: [CH3:1][NH:2][C:3]1[CH:4]=[C:5]([OH:9])[CH:6]=[CH:7][CH:8]=1.[CH2:10](Br)[CH:11]=[CH2:12]>CN1C(=O)CCC1>[CH2:10]([N:2]([C:3]1[CH:4]=[C:5]([OH:9])[CH:6]=[CH:7][CH:8]=1)[CH3:1])[CH:11]=[CH2:12]. Procedure details: To 3- (N-methylamino) phenol (10 g, 80 mmol) , dissolved in 80 ml of NMP, was added allyl bromide (9.8 ml, 113 mmol) via syringe. The yellow solution was heated to 80° C. for 4 hours. The reaction mixture was poured into distilled water (200 ml) and saturated aqueous sodium bicarbonate solution was added. Extraction with diethyl ether (3×200 ml), drying over anhydrous magnesium sulfate, filtration and concentration in vacuo yielded 18.0 g of 3-(N-allyl-N-methylamino)phenol as a viscous green tin...